The task is: describe an organic reaction: reactants, conditions, products, and yield. This data is from the Open Reaction Database (ORD), a public repository of structured organic reaction records. Procedure details: 2-Fluoro-N-methoxycarbonylaniline (1.00 g, 5.92 mmol) prepared as described in Example 1 was dissolved in 77.6% sulfuric acid (5.00 g) to prepare a solution. Isopropyl alcohol (0.400 g, 6.51 mmol) was added to the solution under a nitrogen atmosphere while stirring and heating the solution at 70° C. The mixture was vigorously stirred for 3 hr. The reaction solution was cooled to room temperature. n-Hexane (10 mL) was then added to the cooled reaction solution to carry out extraction for separati... Reaction SMILES: [F:1][C:2]1[CH:12]=[CH:11][CH:10]=[CH:9][C:3]=1[NH:4][C:5]([O:7][CH3:8])=[O:6].[CH:13](O)([CH3:15])[CH3:14].CCCCCC>S(=O)(=O)(O)O>[F:1][C:2]1[CH:12]=[C:11]([CH:13]([CH3:15])[CH3:14])[CH:10]=[CH:9][C:3]=1[NH:4][C:5]([O:7][CH3:8])=[O:6]. The yield is 53.3%. Starting materials: FC1=C(NC(=O)OC)C=CC=C1 (2-Fluoro-N-methoxycarbonylaniline), C(C)(C)O (Isopropyl alcohol), CCCCCC (n-Hexane). Run at temperature 70 celsius. Solvent: S(O)(O)(=O)=O (sulfuric acid). Yields the product FC1=C(NC(=O)OC)C=CC(=C1)C(C)C (2-fluoro-4-isopropyl-N-methoxycarbonylaniline). Reactants: CC(C)(C)OC(=O)NCCNCc1ccccc1, [Na+], O=C([O-])O. The product is CN(CCNC(=O)OC(C)(C)C)Cc1ccccc1. RXN SMILES: [CH2:1]([c:2]1[cH:3][cH:4][cH:5][cH:6][cH:7]1)[NH:8][CH2:9][CH2:10][NH:11][C:12]([O:13][C:14]([CH3:15])([CH3:16])[CH3:17])=[O:18].[Na+:23].[O-:19][C:20]([OH:21])=[O:22]>>[CH2:1]([c:2]1[cH:3][cH:4][cH:5][cH:6][cH:7]1)[N:8]([CH2:9][CH2:10][NH:11][C:12]([O:13][C:14]([CH3:15])([CH3:16])[CH3:17])=[O:18])[CH3:20]. Reactants: O=C1NN=C2C3=C(NC=4CN(CCC24)C(=O)OC(C)(C)C)C=CC=C13 (tert-butyl 3-oxo-7,8,10,11-tetrahydro-2H-phthalazino[8,1-bc][1,7]naphthyridine-9(3H)-carboxylate), Cl (HCl). Run in O1CCOCC1 (dioxane). Yields the product Cl.N=1NC(C2=CC=CC=3NC=4CNCCC4C1C32)=O (8,9,10,11-tetrahydro-2H-phthalazino[8,1-bc][1,7]naphthyridin-3(7H)-one hydrochloride). Isolated yield 57.0%. As a reaction SMILES: [O:1]=[C:2]1[C:25]2[C:6]3=[C:7]([CH:22]=[CH:23][CH:24]=2)[NH:8][C:9]2[CH2:10][N:11](C(OC(C)(C)C)=O)[CH2:12][CH2:13][C:14]=2[C:5]3=[N:4][NH:3]1.[ClH:26]>O1CCOCC1>[ClH:26].[N:4]1[NH:3][C:2](=[O:1])[C:25]2[C:6]3[C:5]=1[C:14]1[CH2:13][CH2:12][NH:11][CH2:10][C:9]=1[NH:8][C:7]=3[CH:22]=[CH:23][CH:24]=2 |f:3.4|. Procedure details: To a solution of tert-butyl 3-oxo-7,8,10,11-tetrahydro-2H-phthalazino[8,1-bc][1,7]naphthyridine-9(3H)-carboxylate (100 mg) in dioxane (6 mL) was added con.HCl (2.0 mL) dropwise, the mixture was then stirred at room temperature for 0.5 h. The solvent was evaporated in vacuo and water (10 mL) was added. The mixture was washed with methylene dichloride (20 mL), and the aqueous phase was evaporated to afford 8,9,10,11-tetrahydro-2H-phthalazino[8,1-bc][1,7]naphthyridin-3(7H)-one hydrochloride (46 mg,... The reactants are O (water), C(C)(C)(C)OC(C(CSCC(CO)O)C)=O (6,7-dihydroxy-2-methyl-4-thiaheptanoic acid t-butyl ester), CN(C)C1=NC=CC=C1 (dimethylaminopyridine), Example 40, C(CCCCCCCCCCCCCCC)(=O)Cl (palmitoyl chloride). Run in C(C)N(CC)CC (triethylamine), C(Cl)(Cl)Cl (chloroform). Reaction conditions: time 48 hour. Product: C(C)(C)(C)OC(C(CSCC(COC(CCCCCCCCCCCCCCC)=O)OC(CCCCCCCCCCCCCCC)=O)C)=O (6,7-bis(palmitoyloxy)-2-methyl-4-thiaheptanoic acid t-butyl ester). Isolated yield 91.0%. As a reaction SMILES: [C:1]([O:5][C:6](=[O:16])[CH:7]([CH3:15])[CH2:8][S:9][CH2:10][CH:11]([OH:14])[CH2:12][OH:13])([CH3:4])([CH3:3])[CH3:2].[C:17](Cl)(=[O:33])[CH2:18][CH2:19][CH2:20][CH2:21][CH2:22][CH2:23][CH2:24][CH2:25][CH2:26][CH2:27][CH2:28][CH2:29][CH2:30][CH2:31][CH3:32].CN([C:38]1[CH:43]=[CH:42][CH:41]=[CH:40]N=1)C.[OH2:44]>C(Cl)(Cl)Cl.C(N(CC)CC)C>[C:1]([O:5][C:6](=[O:16])[CH:7]([CH3:15])[CH2:8][S:9][CH2:10][CH:11]([O:14][C:40](=[O:44])[CH2:41][CH2:42][CH2:43][CH2:38][CH2:27][CH2:26][CH2:25][CH2:24][CH2:23][CH2:22][CH2:21][CH2:20][CH2:19][CH2:18][CH3:17])[CH2:12][O:13][C:17](=[O:33])[CH2:18][CH2:19][CH2:20][CH2:21][CH2:22][CH2:23][CH2:24][CH2:25][CH2:26][CH2:27][CH2:28][CH2:29][CH2:30][CH2:31][CH3:32])([CH3:4])([CH3:2])[CH3:3]. Procedure: To a solution of 6,7-dihydroxy-2-methyl-4-thiaheptanoic acid t-butyl ester as obtained in Reference Example 40 (500 mg) in chloroform (30 ml), triethylamine (5.6 ml), palmitoyl chloride (5.50 g) and dimethylaminopyridine (5 mg) were added, followed by stirring at room temperature for 48 hours. After addition of water, the reaction mixture was extracted with ethyl acetate. The extract was washed with a 5% aqueous solution of citric acid, a saturated aqueous solution of sodium hydrogen carbonate a... Product: IC1=CC=2CCC3=CC=CC=C3C2C=C1 (2-iodo-9,10-dihydrophenanthrene). Starting materials: ice water, C1=CC=CC=2C3=CC=CC=C3CCC12 (9,10-dihydrophenanthrene), I(=O)(=O)(=O)O (periodic acid), II (iodine), S(O)(O)(=O)=O (sulfuric acid). Reported procedure: 25.0 g (0.139 mol) of 9,10-dihydrophenanthrene, 6.30 g (27.6 mmol) of periodic acid and 17.0 g (67.0 mmol) of iodine are heated at 70° C. for 1 h in a solution of 4 ml of conc. sulfuric acid and 28 ml of water in 140 ml of glacial acetic acid. The solution is subsequently added to ice-water and extracted three times with ethyl acetate. The combined org. phases are washed with sat. sodium hydrogencarbonate soln. and dried over sodium sulfate. The solvent is removed in vacuo, and the residue is di... Solvent: C(C)(=O)O (acetic acid), O (water). As a reaction SMILES: [CH:1]1[C:14]2[CH2:13][CH2:12][C:11]3[C:6](=[CH:7][CH:8]=[CH:9][CH:10]=3)[C:5]=2[CH:4]=[CH:3][CH:2]=1.[I:15](O)(=O)(=O)=O.II.S(=O)(=O)(O)O>C(O)(=O)C.O>[I:15][C:9]1[CH:8]=[CH:7][C:6]2[C:5]3[C:14](=[CH:1][CH:2]=[CH:3][CH:4]=3)[CH2:13][CH2:12][C:11]=2[CH:10]=1. Reactants: O=C(NCC(=O)N1CCNCC1)c1ccc(OCc2ccccc2)cc1, CCN=C=NCCCN(C)C, CCN(C(C)C)C(C)C, Cl, CN(C)C=O, O, On1nnc2ccccc21, O=C(O)Cc1ccccc1. The product is O=C(NCC(=O)N1CCN(C(=O)Cc2ccccc2)CC1)c1ccc(OCc2ccccc2)cc1. RXN SMILES: [CH2:32]([c:33]1[cH:34][cH:35][cH:36][cH:37][cH:38]1)[O:39][c:40]1[cH:41][cH:42][c:43]([C:44](=[O:45])[NH:46][CH2:47][C:48]([N:49]2[CH2:50][CH2:51][NH:52][CH2:53][CH2:54]2)=[O:55])[cH:56][cH:57]1.[CH3:1][CH2:2][N:3]=[C:4]=[N:5][CH2:6][CH2:7][CH2:8][N:9]([CH3:10])[CH3:11].[CH:23]([N:24]([CH2:25][CH3:26])[CH:27]([CH3:28])[CH3:29])([CH3:30])[CH3:31].[ClH:12].[O:69]=[CH:70][N:71]([CH3:72])[CH3:73].[OH2:68].[OH:13][n:14]1[c:15]2[c:16]([cH:17][cH:18][cH:19][cH:20]2)[n:21][n:22]1.[c:58]1([CH2:64][C:65](=[O:66])[OH:67])[cH:59][cH:60][cH:61][cH:62][cH:63]1>>[CH2:32]([c:33]1[cH:34][cH:35][cH:36][cH:37][cH:38]1)[O:39][c:40]1[cH:41][cH:42][c:43]([C:44](=[O:45])[NH:46][CH2:47][C:48]([N:49]2[CH2:50][CH2:51][N:52]([C:65]([CH2:64][c:58]3[cH:59][cH:60][cH:61][cH:62][cH:63]3)=[O:66])[CH2:53][CH2:54]2)=[O:55])[cH:56][cH:57]1. Starting materials: C1(=CC=CC=C1)CC(C(=O)O)=C (2-(Phenylmethyl)propenoic acid), COC1=C(C=CC=C1)N1CCNCC1 (1-(2-methoxyphenyl)piperazine), C(CC)O (propanol). The product is COC1=C(C=CC=C1)N1CCN(CC1)CC1=CC=CC=C1CCC(=O)O (2-{1-[4-(2-Methoxyphenyl)piperazinyl]methyl}-3-benzenepropanoic acid). As a reaction SMILES: [C:1]1([CH2:7][C:8](=C)[C:9]([OH:11])=[O:10])[CH:6]=[CH:5][CH:4]=[CH:3][CH:2]=1.[CH3:13][O:14][C:15]1[CH:20]=[CH:19][CH:18]=[CH:17][C:16]=1[N:21]1[CH2:26][CH2:25][NH:24][CH2:23][CH2:22]1.[CH2:27](O)CC>>[CH3:13][O:14][C:15]1[CH:20]=[CH:19][CH:18]=[CH:17][C:16]=1[N:21]1[CH2:26][CH2:25][N:24]([CH2:27][C:2]2[C:1]([CH2:7][CH2:8][C:9]([OH:11])=[O:10])=[CH:6][CH:5]=[CH:4][CH:3]=2)[CH2:23][CH2:22]1. Procedure details: 2-(Phenylmethyl)propenoic acid (Mannich and Ganz, Chem. Ber., 1922, 55, 34867) (2.00 g, 12.35 mmol) and 1-(2-methoxyphenyl)piperazine (2.37 g, 12.35 mmol) in propanol (25 ml) were heated under reflux for 18 hours, cooled to room temperature, and evaporated in vacuo. The residue was triturated with acetone and ether to give the product (0.80 g) as a colourless powder, m.p. 155°-158°. (Found: C, 71.6; H, 7.4; N, 7.6. C21H26N2O3 requires C, 71.2; H, 7.3; N, 7.9%.)